Task: describe an organic reaction: reactants, conditions, products, and yield. Dataset: the Open Reaction Database (ORD), a public repository of structured organic reaction records Starting materials: [N+](=O)([O-])C1=CC=C(C=C1)C(C)O (p-Nitrophenylethanol), P(Cl)(Cl)Cl (PCl3), CCOCC (ether), C(C)(C)N(C(C)C)[Si](C)(C)C (N,N-diisopropyl-trimethylsilylamine). Conditions: time 1.5 hour. The product is ClP(OCCC1=CC=C(C=C1)[N+](=O)[O-])N(C(C)C)C(C)C (Chloro-N,N-diisopropylamino-2-(4-nitrophenyl)ethoxy-phosphane). As a reaction SMILES: [N+:1]([C:4]1[CH:9]=[CH:8][C:7]([CH:10](O)[CH3:11])=[CH:6][CH:5]=1)([O-:3])=[O:2].[P:13]([Cl:16])(Cl)Cl.[CH:17]([N:20]([Si](C)(C)C)[CH:21]([CH3:23])[CH3:22])([CH3:19])[CH3:18].CC[O:30]CC>>[Cl:16][P:13]([N:20]([CH:21]([CH3:23])[CH3:22])[CH:17]([CH3:19])[CH3:18])[O:30][CH2:11][CH2:10][C:7]1[CH:8]=[CH:9][C:4]([N+:1]([O-:3])=[O:2])=[CH:5][CH:6]=1. Procedure: p-Nitrophenylethanol (4.16 g; 25 mmole) was added portion wise to a solution of freshly distilled PCl3 (14 ml; 0.16 mole) in absolute ether (40 ml) at -30° C. under a nitrogen atmosphere within 45 min. The reaction mixture was stirred at r.t. for 1.5 h and the solvent and excess PCl3 were then removed in vacuo at 0° C. The residue was treated with N,N-diisopropyl-trimethylsilylamine (Preparation 5a) (4.33 g; 25 mmole) at 0° C. under a nitrogen atmosphere for 30 min and then at r.t. for 20 h. The... Starting materials: C(C1=CC=CC=C1)(C1=CC=CC=C1)(C1=CC=CC=C1)OC[C@@H]1CC[C@@H](O1)N1C(=CC(=C1)C#CC)C=O (1-(2,3-dideoxy-5-O-trityl-β-D-ribofuranosyl)-4-(1-propynyl)pyrrole-2-carbaldehyde). Solvent: C(C)(=O)O (acetic acid). Conditions: time 3 hour. Yields the product [C@@H]1(CC[C@H](O1)CO)N1C(=CC(=C1)C#CC)C=O (1-(2,3-dideoxy-β-D-ribofuranosyl)-4-(1-propynyl)pyrrole-2-carbaldehyde). Isolated yield 77.7%. RXN SMILES: C([O:20][CH2:21][C@H:22]1[O:26][C@@H:25]([N:27]2[CH:31]=[C:30]([C:32]#[C:33][CH3:34])[CH:29]=[C:28]2[CH:35]=[O:36])[CH2:24][CH2:23]1)(C1C=CC=CC=1)(C1C=CC=CC=1)C1C=CC=CC=1>C(O)(=O)C>[C@@H:25]1([N:27]2[CH:31]=[C:30]([C:32]#[C:33][CH3:34])[CH:29]=[C:28]2[CH:35]=[O:36])[O:26][C@H:22]([CH2:21][OH:20])[CH2:23][CH2:24]1. Procedure details: A solution of 1-(2,3-dideoxy-5-O-trityl-β-D-ribofuranosyl)-4-(1-propynyl)pyrrole-2-carbaldehyde (82 mg, 171 μmol) dissolved in 80% acetic acid (10 ml) was stirred at room temperature for 3 hours, and then at 50° C. for 2 hours. The reaction solution was concentrated under reduced pressure and repeated co-evaporation with water. The resulting crude product was purified by column chromatography on silica gel (0-1% CH3OH in CH2Cl2) and RP-HPLC (35-80% CH3CN in water, 12 min) to give the title produ... The reactants are CC1(C2CC1C3(C(C2)O3)C)C (α-pinene oxide). Reagents/catalysts: [Br-].[Zn+2].[Br-] (zinc bromide). Solvent: C1=CC=CC=C1 (benzene). The product is CC1=CCC(C1(C)C)CC=O (alpha-campholenic aldehyde). Yield: 80.0%. As a reaction SMILES: [CH3:1][C:2]1([CH3:11])[CH:5]2[C:6]3([CH3:10])[O:9][CH:7]3[CH2:8][CH:3]1[CH2:4]2>[Br-].[Zn+2].[Br-].C1C=CC=CC=1>[CH3:4][C:5]1[C:2]([CH3:1])([CH3:11])[CH:3]([CH2:8][CH:7]=[O:9])[CH2:10][CH:6]=1 |f:1.2.3|. Reported procedure: According to this article, α-pinene oxide rearranged exothermically in the presence of zinc bromide catalyst in benzene solvent to give about 80% yield of alpha-campholenic aldehyde (Scheme 1). Since then, this batch process, or variations thereof, has been described in numerous publications and patents. Reactants: FC(OC1=CC=C(C=C1)C(=O)C1=CC=NC=C1)(F)F (4-pyridyl 4-(trifluoromethoxy)phenyl ketone), Cl (hydrogen chloride). Solvent: C(C)O (ethanol). Run at time 1 hour. The product is Cl.FC(OC1=CC=C(C=C1)C(=O)C1=CC=NC=C1)(F)F (4-pyridyl 4-(trifluoromethoxy)phenyl ketone hydrochloride). As a reaction SMILES: [F:1][C:2]([F:19])([F:18])[O:3][C:4]1[CH:9]=[CH:8][C:7]([C:10]([C:12]2[CH:17]=[CH:16][N:15]=[CH:14][CH:13]=2)=[O:11])=[CH:6][CH:5]=1.[ClH:20]>C(O)C>[ClH:20].[F:18][C:2]([F:1])([F:19])[O:3][C:4]1[CH:5]=[CH:6][C:7]([C:10]([C:12]2[CH:17]=[CH:16][N:15]=[CH:14][CH:13]=2)=[O:11])=[CH:8][CH:9]=1 |f:3.4|. Procedure details: A solution of 20.0 grams (0.075 mole) of 4-pyridyl 4-(trifluoromethoxy)phenyl ketone in 350 mL of ethanol was stirred as hydrogen chloride gas was bubbled through during a five minute period. Upon completion of addition, the reaction mixture was stirred for one hour, and then it was filtered to collect a solid. The solid was washed with three portions of diethyl ether, and dried in a vacuum oven, yielding about 22.0 grams of the subject compound. The NMR spectrum was consistent with the proposed... The reagents and catalysts are [Pd] (Pd/C). The reactants are C(C1=CC=CC=C1)OC(CCNC(C1=CC(=C(C=C1)OC)NC([C@@H](NC(=O)OCC1=CC=CC=C1)CCCNC(N[N+](=O)[O-])=N)=O)=O)=O (N-[3-[[N2 -(benzyloxycarbonyl)-N5 -(N-nitroamidino)-L-ornithyl]amino]-p-anisoyl]-β-alanine benzyl ester). The solvent is C(=O)O (formic acid). As a reaction SMILES: C([O:8][C:9](=[O:48])[CH2:10][CH2:11][NH:12][C:13](=[O:47])[C:14]1[CH:19]=[CH:18][C:17]([O:20][CH3:21])=[C:16]([NH:22][C:23](=[O:46])[C@H:24]([CH2:36][CH2:37][CH2:38][NH:39][C:40](=[NH:45])[NH:41][N+]([O-])=O)[NH:25]C(OCC2C=CC=CC=2)=O)[CH:15]=1)C1C=CC=CC=1>C(O)=O.[Pd]>[CH:9]([OH:48])=[O:8].[NH2:25][C@H:24]([C:23]([NH:22][C:16]1[CH:15]=[C:14]([CH:19]=[CH:18][C:17]=1[O:20][CH3:21])[C:13]([NH:12][CH2:11][CH2:10][C:9]([OH:48])=[O:8])=[O:47])=[O:46])[CH2:36][CH2:37][CH2:38][NH:39][C:40](=[NH:41])[NH2:45] |f:3.4|. Yields the product C(=O)O.N[C@@H](CCCNC(N)=N)C(=O)NC=1C=C(C(=O)NCCC(=O)O)C=CC1OC (N-[3-(L-arginylamino)-p-anisoyl]-β-alanine formate). Procedure: 390 mg of N-[3-[[N2 -(benzyloxycarbonyl)-N5 -(N-nitroamidino)-L-ornithyl]amino]-p-anisoyl]-β-alanine benzyl ester and 160 mg of Pd/C (5%) are stirred in 8 ml of formic acid for 5 hours under hydrogen. The filtered solution is evaporated and the residue is purified on silica gel with methanol-formic acid (99:1). There are obtained 195 mg of N-[3-(L-arginylamino)-p-anisoyl]-β-alanine formate (1:2), [α]D20 =+46.6° (H2O, c=0.5%). Yield: 150.7%. Reactants: NC1=C2C(=NC=N1)N(N=C2C2=CC(=C(C=C2)NC(=O)C=2N(C1=CC=CC=C1C2)C)OC)C2CCN(CC2)CC(F)F (N2-(4-{4-amino-1-[1-(2,2-difluoroethyl)-4-piperidyl]-1H-pyrazolo[3,4-d]pyrimidin-3-yl}-2-methoxyphenyl)-1-methyl-1H-2-indolecarboxamide), C(\C=C/C(=O)O)(=O)O (Maleic acid). Solvent: C(C)(=O)OCC (ethyl acetate), C(C)(=O)OCC (ethyl acetate). Reaction conditions: time 8 hour. Product: C(\C=C/C(=O)O)(=O)O.C(\C=C/C(=O)O)(=O)O.NC1=C2C(=NC=N1)N(N=C2C2=CC(=C(C=C2)NC(=O)C=2N(C1=CC=CC=C1C2)C)OC)C2CCN(CC2)CC(F)F (N2-(4-{4-amino-1-[1-(2,2-difluoroethyl)-4-piperidyl]-1H-pyrazolo[3,4-d]pyrimidin-3-yl}-2-methoxyphenyl)-1-methyl-1H-2-indolecarboxamide, dimaleate salt). The yield is 68.5%. RXN SMILES: [NH2:1][C:2]1[N:7]=[CH:6][N:5]=[C:4]2[N:8]([CH:32]3[CH2:37][CH2:36][N:35]([CH2:38][CH:39]([F:41])[F:40])[CH2:34][CH2:33]3)[N:9]=[C:10]([C:11]3[CH:16]=[CH:15][C:14]([NH:17][C:18]([C:20]4[N:21]([CH3:29])[C:22]5[C:27]([CH:28]=4)=[CH:26][CH:25]=[CH:24][CH:23]=5)=[O:19])=[C:13]([O:30][CH3:31])[CH:12]=3)[C:3]=12.[C:42]([OH:49])(=[O:48])/[CH:43]=[CH:44]\[C:45]([OH:47])=[O:46]>C(OCC)(=O)C>[C:42]([OH:49])(=[O:48])/[CH:43]=[CH:44]\[C:45]([OH:47])=[O:46].[C:42]([OH:49])(=[O:48])/[CH:43]=[CH:44]\[C:45]([OH:47])=[O:46].[NH2:1][C:2]1[N:7]=[CH:6][N:5]=[C:4]2[N:8]([CH:32]3[CH2:37][CH2:36][N:35]([CH2:38][CH:39]([F:40])[F:41])[CH2:34][CH2:33]3)[N:9]=[C:10]([C:11]3[CH:16]=[CH:15][C:14]([NH:17][C:18]([C:20]4[N:21]([CH3:29])[C:22]5[C:27]([CH:28]=4)=[CH:26][CH:25]=[CH:24][CH:23]=5)=[O:19])=[C:13]([O:30][CH3:31])[CH:12]=3)[C:3]=12 |f:3.4.5|. Reported procedure: N2-(4-{4-amino-1-[1-(2,2-difluoroethyl)-4-piperidyl]-1H-pyrazolo[3,4-d]pyrimidin-3-yl}-2-methoxyphenyl)-1-methyl-1H-2-indolecarboxamide (227 mg, 0.405 mmol) was dissolved in hot ethyl acetate (25 mL). Maleic acid (94 mg, 0.810 mmol) in hot ethyl acetate (3 mL) was added. The reaction mixture was stirred at room temperature overnight. No precipitate was formed. After stirring at room temperature for 4 days, precipitate was formed at bottom of the flask. The solvent was decanted. The solid was was... The reactants are ClC1=NC2=C(C=CC=C2C=N1)OC (2-chloro-8-methoxy-quinazoline), N1N=CC=C1 (pyrazole), crude product, B(Br)(Br)Br (BBr3), steel. Yields the product N1(N=CC=C1)C1=NC2=C(C=CC=C2C=N1)O (2-pyrazol-1-yl-quinazolin-8-ol). RXN SMILES: Cl[C:2]1[N:11]=[CH:10][C:9]2[C:4](=[C:5]([O:12]C)[CH:6]=[CH:7][CH:8]=2)[N:3]=1.[NH:14]1[CH:18]=[CH:17][CH:16]=[N:15]1.B(Br)(Br)Br>>[N:14]1([C:2]2[N:11]=[CH:10][C:9]3[C:4](=[C:5]([OH:12])[CH:6]=[CH:7][CH:8]=3)[N:3]=2)[CH:18]=[CH:17][CH:16]=[N:15]1. Procedure: A mixture of the 2-chloride 113 (0.5 mmol) and pyrazole (2.5 mmol) was heated at 175° C. in a steel autoclave for 48 h. The crude product was then treated with BBr3 according to the procedure described in Example 6. Subsequent purification by column chromatography gave 2-pyrazol-1-yl-quinazolin-8-ol (A131).